Dataset: the Open Reaction Database (ORD), a public repository of structured organic reaction records. Task: describe an organic reaction: reactants, conditions, products, and yield Reactants: F[B-](F)(F)F, CCN(C(C)C)C(C)C, COC(=O)c1ccccc1COc1ccc(CC(=O)O)cc1, CCOC(C)=O, CCCCCCCNCCc1ccc(Cl)cc1, CN(C)C=O, CN(C)C(On1nnc2ccccc21)=[N+](C)C. The product is CCCCCCCN(CCc1ccc(Cl)cc1)C(=O)Cc1ccc(OCc2ccccc2C(=O)OC)cc1. RXN SMILES: [B-:40]([F:41])([F:42])([F:43])[F:44].[CH2:62]([N:63]([CH:64]([CH3:65])[CH3:66])[CH:67]([CH3:68])[CH3:69])[CH3:70].[CH3:18][O:19][C:20](=[O:21])[c:22]1[c:23]([CH2:24][O:25][c:26]2[cH:27][cH:28][c:29]([CH2:32][C:33](=[O:34])[OH:35])[cH:30][cH:31]2)[cH:36][cH:37][cH:38][cH:39]1.[CH3:76][CH2:77][O:78][C:79]([CH3:80])=[O:81].[Cl:1][c:2]1[cH:3][cH:4][c:5]([CH2:8][CH2:9][NH:10][CH2:11][CH2:12][CH2:13][CH2:14][CH2:15][CH2:16][CH3:17])[cH:6][cH:7]1.[O:71]=[CH:72][N:73]([CH3:74])[CH3:75].[n:45]1([O:46][C:47]([N:48]([CH3:49])[CH3:50])=[N+:51]([CH3:52])[CH3:53])[c:54]2[cH:55][cH:56][cH:57][cH:58][c:59]2[n:60][n:61]1>>[Cl:1][c:2]1[cH:3][cH:4][c:5]([CH2:8][CH2:9][N:10]([CH2:11][CH2:12][CH2:13][CH2:14][CH2:15][CH2:16][CH3:17])[C:33]([CH2:32][c:29]2[cH:28][cH:27][c:26]([O:25][CH2:24][c:23]3[c:22]([C:20]([O:19][CH3:18])=[O:21])[cH:39][cH:38][cH:37][cH:36]3)[cH:31][cH:30]2)=[O:35])[cH:6][cH:7]1. Starting materials: FC(C(=O)O)(F)F (trifluoroacetic acid), BrC=1C=CC(=NC1)OC=1C=C(C=C2CCN(CC2)C(=O)OC(C)(C)C)C=CC1 (tert-Butyl 4-(3-(5-bromopyridin-2-yloxy)benzylidene)piperidine-1-carboxylate), C1(=CC=CC=C1)C (toluene). Solvent: C(Cl)Cl (CH2Cl2). Run at time 2 hour. Product: FC(C(=O)O)(F)F.BrC=1C=CC(=NC1)OC1=CC(=CC=C1)C=C1CCNCC1 (5-Bromo-2-(3-(piperidin-4-ylidenemethyl)phenoxy)pyridine trifluoroacetate). RXN SMILES: [Br:1][C:2]1[CH:3]=[CH:4][C:5]([O:8][C:9]2[CH:10]=[C:11]([CH:26]=[CH:27][CH:28]=2)[CH:12]=[C:13]2[CH2:18][CH2:17][N:16](C(OC(C)(C)C)=O)[CH2:15][CH2:14]2)=[N:6][CH:7]=1.[F:29][C:30]([F:35])([F:34])[C:31]([OH:33])=[O:32].C1(C)C=CC=CC=1>C(Cl)Cl>[F:29][C:30]([F:35])([F:34])[C:31]([OH:33])=[O:32].[Br:1][C:2]1[CH:3]=[CH:4][C:5]([O:8][C:9]2[CH:28]=[CH:27][CH:26]=[C:11]([CH:12]=[C:13]3[CH2:14][CH2:15][NH:16][CH2:17][CH2:18]3)[CH:10]=2)=[N:6][CH:7]=1 |f:4.5|. Procedure details: tert-Butyl 4-(3-(5-bromopyridin-2-yloxy)benzylidene)piperidine-1-carboxylate (1.36 g, 3.05 mmol) from Step 4 was dissolved in CH2Cl2 (15 mL) and treated with trifluoroacetic acid (6 mL). After 2 h, toluene was added and the reaction was concentrated in vacuo. After evaporating again from toluene, the residue was dried in vacuo to afford the title compound (2.08 g, quantitative yield based on 3 eq trifluoroacetic acid) as an orange oil. This material was dissolved in acetonitrile (0.33 mmol/mL) a... The reactants are CC1=C(C#N)C(c2ccc3c(c2)c(C)nn3C(=O)OC(C)(C)C)C(C#N)=C(C)N1, CI, CN(C)C=O, [H-], [Na+]. Product: CC1=C(C#N)C(c2ccc3c(c2)c(C)nn3C(=O)OC(C)(C)C)C(C#N)=C(C)N1C. Reaction SMILES: [C:1]([CH3:2])([CH3:3])([CH3:4])[O:5][C:6](=[O:7])[n:8]1[n:9][c:10]([CH3:29])[c:11]2[cH:12][c:13]([CH:17]3[C:18]([C:27]#[N:28])=[C:19]([CH3:26])[NH:20][C:21]([CH3:25])=[C:22]3[C:23]#[N:24])[cH:14][cH:15][c:16]12.[CH3:32][I:33].[CH3:34][N:35]([CH3:36])[CH:37]=[O:38].[H-:30].[Na+:31]>>[C:1]([CH3:2])([CH3:3])([CH3:4])[O:5][C:6](=[O:7])[n:8]1[n:9][c:10]([CH3:29])[c:11]2[cH:12][c:13]([CH:17]3[C:18]([C:27]#[N:28])=[C:19]([CH3:26])[N:20]([CH3:32])[C:21]([CH3:25])=[C:22]3[C:23]#[N:24])[cH:14][cH:15][c:16]12. Reactants: C(C1=CC=CC=C1)(=O)N1C(N(CC1(C)C)CC1=CC=C(C=C1)OC)=O (3-Benzoyl-1-(4-methoxybenzyl)-4,4-dimethylimidazolidin-2-one), FC(S(=O)(=O)O)(F)F (trifluoromethanesulfonic acid), C(O)([O-])=O.[Na+] (sodium hydrogen carbonate). Solvent: ClCCl (dichloromethane). Conditions: time 3 hour. Yields the product C(C1=CC=CC=C1)(=O)N1C(NCC1(C)C)=O (1-benzoyl-5,5-dimethylimidazolidin-2-one). The yield is 45.3%. As a reaction SMILES: [C:1]([N:9]1[C:13]([CH3:15])([CH3:14])[CH2:12][N:11](CC2C=CC(OC)=CC=2)[C:10]1=[O:25])(=[O:8])[C:2]1[CH:7]=[CH:6][CH:5]=[CH:4][CH:3]=1.FC(F)(F)S(O)(=O)=O.C(=O)([O-])O.[Na+]>ClCCl>[C:1]([N:9]1[C:13]([CH3:14])([CH3:15])[CH2:12][NH:11][C:10]1=[O:25])(=[O:8])[C:2]1[CH:3]=[CH:4][CH:5]=[CH:6][CH:7]=1 |f:2.3|. Procedure details: 3-Benzoyl-1-(4-methoxybenzyl)-4,4-dimethylimidazolidin-2-one (500 mg) described in Preparation Example 57 was dissolved in dichloromethane (5 mL), trifluoromethanesulfonic acid (0.39 mL) was added, and the mixture was stirred at room temperature for 3 hr. To the reaction mixture was added 5% aqueous sodium hydrogen carbonate solution, the solvent was evaporated, and the mixture was extracted with ethyl acetate. The organic layer was washed with saturated brine, and the solvent was evaporated. Th... The reactants are OC1=C(C=C(C(=O)O)C=C1)C(C)(C)C (4-hydroxy-3-tert.butyl benzoic acid), C(C=C)O (allyl alcohol), S(O)(O)(=O)=O (sulfuric acid). Conditions: temperature 100 celsius. The product is OC1=C(C=C(C(=O)OCC=C)C=C1)C(C)(C)C (allyl 4-hydroxy-3-tert.butylbenzoate). Yield: 83.0%. As a reaction SMILES: [OH:1][C:2]1[CH:10]=[CH:9][C:5]([C:6]([OH:8])=[O:7])=[CH:4][C:3]=1[C:11]([CH3:14])([CH3:13])[CH3:12].[CH2:15](O)[CH:16]=[CH2:17].S(=O)(=O)(O)O>>[OH:1][C:2]1[CH:10]=[CH:9][C:5]([C:6]([O:8][CH2:17][CH:16]=[CH2:15])=[O:7])=[CH:4][C:3]=1[C:11]([CH3:14])([CH3:13])[CH3:12]. Reported procedure: Into a round bottom flask, there are introduced 9.71 g (50 mmoles) of 4-hydroxy-3-tert.butyl benzoic acid and 55 ml of allyl alcohol. 1.3 ml of concentrated sulfuric acid are added and the mixture in heated at 100° C. for 18 hours. The reaction mixture is then evaporated to dryness and 200 ml of water are added. The mixture is then neutralized with sodium bicarbonate and extracted with ethyl ether. The organic phase is decanted, washed with water, dried over magnesium sulfate and evaporated. The... Reactants: CC1=CC=C(C=C1)C1=CC(=CC(=C1)C(C(F)(F)F)O)C(=O)OC(C)(C)C (tert-butyl 4′-methyl-5-(2,2,2-trifluoro-1-hydroxyethyl)biphenyl-3-carboxylate), FC(C(=O)O)(F)F (trifluoroacetic acid). The solvent is C(Cl)Cl (DCM). Conditions: time 3 hour. Product: CC1=CC=C(C=C1)C1=CC(=CC(=C1)C(C(F)(F)F)O)C(=O)O (4′-methyl-5-(2,2,2-trifluoro-1-hydroxyethyl)biphenyl-3-carboxylic acid). RXN SMILES: [CH3:1][C:2]1[CH:7]=[CH:6][C:5]([C:8]2[CH:13]=[C:12]([CH:14]([OH:19])[C:15]([F:18])([F:17])[F:16])[CH:11]=[C:10]([C:20]([O:22]C(C)(C)C)=[O:21])[CH:9]=2)=[CH:4][CH:3]=1.FC(F)(F)C(O)=O>C(Cl)Cl>[CH3:1][C:2]1[CH:7]=[CH:6][C:5]([C:8]2[CH:13]=[C:12]([CH:14]([OH:19])[C:15]([F:17])([F:18])[F:16])[CH:11]=[C:10]([C:20]([OH:22])=[O:21])[CH:9]=2)=[CH:4][CH:3]=1. Procedure details: To a DCM (22 mL) solution tert-butyl 4′-methyl-5-(2,2,2-trifluoro-1-hydroxyethyl)biphenyl-3-carboxylate (1.6 g, 4.4 mmol) from step A was added trifluoroacetic acid (22 mL). The mixture was stirred at rt for 3 h and concentrated to dryness. The crude title compound was used in step C without further purification. The reactants are FC1=CC=C(CBr)C=C1 (4-Fluorobenzyl bromide), C([O-])([O-])=O.[K+].[K+] (potassium carbonate), C(C)NC([O-])=O.OC=1C(=CC=2C(C3C(CNC3)C2C1)C)Cl (N-ethylcarbamate 5-hydroxy-6-chloro-8-methyl-1,2,3,3a,8,8a-hexahydroindeno[1,2-c]pyrrole). Run in C(C)#N (acetonitrile). Run at temperature 80 celsius, time 8 hour. The product is C(C)NC([O-])=O.FC1=CC=C(COC=2C(=CC=3C(C4C(CNC4)C3C2)C)Cl)C=C1 (N-Ethylcarbamate 5-(4-fluorobenzyloxy)-6-chloro-8-methyl-1,2,3,3a,8,8a-hexahydroindeno[1,2-c]pyrrole). Reaction SMILES: [F:1][C:2]1[CH:9]=[CH:8][C:5]([CH2:6]Br)=[CH:4][CH:3]=1.C(=O)([O-])[O-].[K+].[K+].[CH2:16]([NH:18][C:19](=[O:21])[O-:20])[CH3:17].[OH:22][C:23]1[C:24]([Cl:36])=[CH:25][C:26]2[CH:27]([CH3:35])[CH:28]3[CH2:32][NH:31][CH2:30][CH:29]3[C:33]=2[CH:34]=1>C(#N)C>[CH2:16]([NH:18][C:19](=[O:20])[O-:21])[CH3:17].[F:1][C:2]1[CH:9]=[CH:8][C:5]([CH2:6][O:22][C:23]2[C:24]([Cl:36])=[CH:25][C:26]3[CH:27]([CH3:35])[CH:28]4[CH2:32][NH:31][CH2:30][CH:29]4[C:33]=3[CH:34]=2)=[CH:4][CH:3]=1 |f:1.2.3,4.5,7.8|. Procedure: 4-Fluorobenzyl bromide (23 μL, 0.19 mmol) and potassium carbonate (100 mg, 0.78 mmol) were added to a solution of N-ethylcarbamate-5-hydroxy-6-chloro-8-methyl-1,2,3,3a,8,8a-hexahydroindeno[1,2-c]pyrrole (from Example 5, Step A) (46 mg, 0.16 mmol) in acetonitrile (3 mL), and stirred overnight at 80° C. The reaction was cooled to room temperature, concentrated by rotary evaporation and taken up in H2O (5 mL). The product was extracted with EtOAc (3×10 mL). The combined organic extracts were dried ... The reactants are O1CCN(CC1)C=1C=C(OC=2C(=NC=CC2)N)C=CC1 (3-(3-morpholinophenoxy)pyridin-2-amine), BrBr (Bromine). Run in C(C)(=O)O (acetic acid). Run at time 1 hour. Yields the product BrC1=C(OC=2C(=NC=CC2)N)C=C(C=C1)N1CCOCC1 (3-(2-bromo-5-morpholinophenoxy)pyridin-2-amine). Isolated yield 77.5%. Reaction SMILES: [O:1]1[CH2:6][CH2:5][N:4]([C:7]2[CH:8]=[C:9]([CH:18]=[CH:19][CH:20]=2)[O:10][C:11]2[C:12]([NH2:17])=[N:13][CH:14]=[CH:15][CH:16]=2)[CH2:3][CH2:2]1.[Br:21]Br>C(O)(=O)C>[Br:21][C:18]1[CH:19]=[CH:20][C:7]([N:4]2[CH2:5][CH2:6][O:1][CH2:2][CH2:3]2)=[CH:8][C:9]=1[O:10][C:11]1[C:12]([NH2:17])=[N:13][CH:14]=[CH:15][CH:16]=1. Procedure: In a 250 mL round-bottom flask, 3-(3-morpholinophenoxy)pyridin-2-amine (0.720 g, 2.654 mmol) was dissolved in 25 mL of acetic acid and Bromine (2.654 mL, 2.654 mmol) (1M in AcOH) was added slowly. After agitating for 1 hour the mixture was evaporated and the residue was distributed between dichloromethane and sodium bicarbonate solution. The organic phase was separated and evaporated. The residue was purified by column chromatography on silica gel, eluted with 1-3% methanol/dichloromethane to gi... Starting materials: C(C)(C)(C)OC(=O)N1[C@H](C(=O)O)CC(C1)=C (1-(tert-butoxycarbonyl)-4-methyleneproline), C(C)N1C2=CC=CC=C2C=2C=C(C=CC12)N (9-ethyl-9H-carbazol-3-amine). The product is C(C)N1C2=CC=CC=C2C=2C=C(C=CC12)NC(=O)[C@H]1NCC(C1)=C ((2S)-N-(9-ethyl-9H-carbazol-3-yl)-4-methylene-2-pyrrolidinecarboxamide). Reaction SMILES: C(OC([N:8]1[CH2:15][C:14](=[CH2:16])[CH2:13][C@H:9]1[C:10]([OH:12])=O)=O)(C)(C)C.[CH2:17]([N:19]1[C:31]2[CH:30]=[CH:29][C:28]([NH2:32])=[CH:27][C:26]=2[C:25]2[C:20]1=[CH:21][CH:22]=[CH:23][CH:24]=2)[CH3:18]>>[CH2:17]([N:19]1[C:31]2[CH:30]=[CH:29][C:28]([NH:32][C:10]([C@@H:9]3[CH2:13][C:14](=[CH2:16])[CH2:15][NH:8]3)=[O:12])=[CH:27][C:26]=2[C:25]2[C:20]1=[CH:21][CH:22]=[CH:23][CH:24]=2)[CH3:18]. Procedure: Following the general method as outlined in Example 22, starting from 1-(tert-butoxycarbonyl)-4-methyleneproline, and 9-ethyl-9H-carbazol-3-amine the title compound was obtained in 71% purity by LC/MS. MS(ESI+): m/z=320.2. Reactants: Br, COCC(O)COC, Cc1cc(Cl)nn2c(N)nnc12, [H-], [Na+], CN(C)C=O, O. Product: COCC(COC)Oc1cc(C)c2nnc(N)n2n1. RXN SMILES: [BrH:11].[CH3:1][O:2][CH2:3][CH:4]([CH2:5][O:6][CH3:7])[OH:8].[Cl:12][c:13]1[cH:14][c:15]([CH3:23])[c:16]2[n:17]([n:18]1)[c:19]([NH2:22])[n:20][n:21]2.[H-:9].[Na+:10].[O:25]=[CH:26][N:27]([CH3:28])[CH3:29].[OH2:24]>>[CH3:1][O:2][CH2:3][CH:4]([CH2:5][O:6][CH3:7])[O:8][c:13]1[cH:14][c:15]([CH3:23])[c:16]2[n:17]([n:18]1)[c:19]([NH2:22])[n:20][n:21]2.